This data is from the Open Reaction Database (ORD), a public repository of structured organic reaction records. The task is: describe an organic reaction: reactants, conditions, products, and yield The reactants are [Na] (sodium), C(C1=CC=CC=C1)SC1(CCOCC1)CN(C)CCP(=S)(C)C (4-benzylthio-4-[N-(2-dimethylphosphinothioylethyl)-N-(methyl)aminomethyl]-2,3,5,6-tetrahydro-4H-pyran), [Cl-].[NH4+] (ammonium chloride). The solvent is C(Cl)(Cl)Cl (chloroform), O1CCCC1 (tetrahydrofuran). Run at temperature -50 celsius. Product: SC1(CCOCC1)CN(C)CCP(C)C (4-Mercapto-4-[N-(2-dimethylphosphinoethyl)-N-(methyl)aminomethyl]-2,3,5,6-tetrahydro-4H-pyran). As a reaction SMILES: C([S:8][C:9]1([CH2:15][N:16]([CH2:18][CH2:19][P:20]([CH3:23])([CH3:22])=S)[CH3:17])[CH2:14][CH2:13][O:12][CH2:11][CH2:10]1)C1C=CC=CC=1.[Na].[Cl-].[NH4+]>O1CCCC1.C(Cl)(Cl)Cl>[SH:8][C:9]1([CH2:15][N:16]([CH2:18][CH2:19][P:20]([CH3:23])[CH3:22])[CH3:17])[CH2:10][CH2:11][O:12][CH2:13][CH2:14]1 |f:2.3,^1:23|. Procedure: A solution of 4-benzylthio-4-[N-(2-dimethylphosphinothioylethyl)-N-(methyl)aminomethyl]-2,3,5,6-tetrahydro-4H-pyran (500 mg) in dry tetrahydrofuran (10 cm3) was placed in a flask fitted with a low temperature condenser (-50° C.), drying tube and gas inlet. The flask was flushed with nitrogen, the solution cooled to -50° C., and then dry ammonia (40 cm3) was condensed into the flask. Small pieces of sodium were then added to this mixture until the blue colouration persisted for at least 1 hour. T... The product is c1ccc(CNCc2ccc(CN(Cc3nc4ccccc4[nH]3)C3CCCc4cccnc43)cc2)cc1. Reactants: [BH4-], CO, O=Cc1ccccc1, [Na+], NCc1ccc(CN(Cc2nc3ccccc3[nH]2)C2CCCc3cccnc32)cc1. Reaction SMILES: [BH4-:39].[CH3:41][OH:42].[CH:1](=[O:2])[c:3]1[cH:4][cH:5][cH:6][cH:7][cH:8]1.[Na+:40].[nH:9]1[c:10]([CH2:18][N:19]([CH2:20][c:21]2[cH:22][cH:23][c:24]([CH2:27][NH2:28])[cH:25][cH:26]2)[CH:29]2[CH2:30][CH2:31][CH2:32][c:33]3[cH:34][cH:35][cH:36][n:37][c:38]32)[n:11][c:12]2[c:13]1[cH:14][cH:15][cH:16][cH:17]2>>[CH2:1]([c:3]1[cH:4][cH:5][cH:6][cH:7][cH:8]1)[NH:28][CH2:27][c:24]1[cH:23][cH:22][c:21]([CH2:20][N:19]([CH2:18][c:10]2[nH:9][c:13]3[c:12]([n:11]2)[cH:17][cH:16][cH:15][cH:14]3)[CH:29]2[CH2:30][CH2:31][CH2:32][c:33]3[cH:34][cH:35][cH:36][n:37][c:38]32)[cH:26][cH:25]1.